This data is from the Open Reaction Database (ORD), a public repository of structured organic reaction records. The task is: describe an organic reaction: reactants, conditions, products, and yield Starting materials: C(C)(C)(C)OC([C@H]1N(CCC1)CCCSC([C@@H](N)CC1=C(C=CC=C1)C(C1=CC=CC=C1)=O)=O)=O (N-(2-benzoylphenylalanylthiopropanyl)-L-proline-t-butyl ester), C(C)(C)(C)OC([C@H]1N(CCC1)C(CCSC([C@@H](N)CC1=C(C=CC=C1)C(C1=CC=CC=C1)=O)=O)=O)=O (N-(2-benzoylphenylalanylthiopropanoyl)-L-proline-t-butyl ester), FC(C(=O)O)(F)F (trifluoroacetic acid). The solvent is C1(=CC=CC=C1)OC (anisole). Reaction conditions: time 3 hour. Yields the product C(C1=CC=CC=C1)(=O)C1=C(C[C@H](N)C(=O)SCCC(=O)N2[C@H](C(=O)O)CCC2)C=CC=C1 (N-(2-benzoylphenylalanylthiopropanoyl)-L-proline). Reaction SMILES: C(OC(=O)[C@@H]1CCCN1CCCSC(=O)[C@H](CC1C=CC=CC=1C(=O)C1C=CC=CC=1)N)(C)(C)C.C([O:40][C:41](=[O:71])[C@@H:42]1[CH2:46][CH2:45][CH2:44][N:43]1[C:47](=[O:70])[CH2:48][CH2:49][S:50][C:51](=[O:69])[C@H:52]([CH2:54][C:55]1[CH:60]=[CH:59][CH:58]=[CH:57][C:56]=1[C:61](=[O:68])[C:62]1[CH:67]=[CH:66][CH:65]=[CH:64][CH:63]=1)[NH2:53])(C)(C)C.FC(F)(F)C(O)=O>C1(OC)C=CC=CC=1>[C:61]([C:56]1[CH:57]=[CH:58][CH:59]=[CH:60][C:55]=1[CH2:54][C@@H:52]([C:51]([S:50][CH2:49][CH2:48][C:47]([N:43]1[CH2:44][CH2:45][CH2:46][C@H:42]1[C:41]([OH:71])=[O:40])=[O:70])=[O:69])[NH2:53])(=[O:68])[C:62]1[CH:67]=[CH:66][CH:65]=[CH:64][CH:63]=1. Procedure details: The product of step (b), N-(2-benzoylphenylalanylthiopropanoyl)-L-proline-t-butyl ester, 1.25 g, was suspended in 4 ml anisole and reacted with 8 ml trifluoroacetic acid for 1 hour at room temperature with stirring. In view of the fact that some starting material was later recovered, the reaction time should be increased. Trifluoroacetic acid was removed with a rotary evaporator under high vacuum. The residue was dissolved in 1 ml THF and chromatographed on a 2.2 cm×99 cm column of Sephadex LH-2... Reactants: CC(=O)O, CC(C(=O)O)c1ccc(N)cc1, O, O=[N+]([O-])O. Product: CC(C(=O)O)c1ccc(N)c([N+](=O)[O-])c1. RXN SMILES: [C:18]([OH:19])(=[O:20])[CH3:21].[NH2:1][c:2]1[cH:3][cH:4][c:5]([CH:8]([C:9](=[O:10])[OH:11])[CH3:12])[cH:6][cH:7]1.[OH2:17].[OH:13][N+:14]([O-:15])=[O:16]>>[NH2:1][c:2]1[cH:3][cH:4][c:5]([CH:8]([C:9](=[O:10])[OH:11])[CH3:12])[cH:6][c:7]1[N+:14](=[O:13])[O-:15]. Product: FC1=C(C=CC=C1)C=1N=C(SC1)N1CCN(CC1)C(=O)NC=1N=NC=CC1 (4-[4-(2-Fluorophenyl)-1,3-thiazol-2-yl]-N-pyridazin-3-ylpiperazine-1-carboxamide). Reaction SMILES: [N:1]1[CH:6]=[CH:5][CH:4]=[C:3]([NH:7][C:8](=[O:15])OCC(Cl)(Cl)Cl)[N:2]=1.[F:16][C:17]1[CH:22]=[CH:21][CH:20]=[CH:19][C:18]=1[C:23]1[N:24]=[C:25]([N:28]2[CH2:33][CH2:32][NH:31][CH2:30][CH2:29]2)[S:26][CH:27]=1.C(N(C(C)C)CC)(C)C.O>CS(C)=O>[F:16][C:17]1[CH:22]=[CH:21][CH:20]=[CH:19][C:18]=1[C:23]1[N:24]=[C:25]([N:28]2[CH2:29][CH2:30][N:31]([C:8]([NH:7][C:3]3[N:2]=[N:1][CH:6]=[CH:5][CH:4]=3)=[O:15])[CH2:32][CH2:33]2)[S:26][CH:27]=1. The yield is 35.6%. Conditions: temperature 70 celsius, time 3 day. Solvent: CS(=O)C (dimethylsulfoxide). The reactants are O (Water), N1=NC(=CC=C1)NC(OCC(Cl)(Cl)Cl)=O (2,2,2-trichloroethyl pyridazin-3-ylcarbamate), FC1=C(C=CC=C1)C=1N=C(SC1)N1CCNCC1 (4-[4-(2-fluorophenyl)-1,3-thiazol-2-yl]piperazine), C(C)(C)N(CC)C(C)C (diisopropylethylamine). Reported procedure: A mixture of 2,2,2-trichloroethyl pyridazin-3-ylcarbamate (226 mg, 0.835 mmol), 4-[4-(2-fluorophenyl)-1,3-thiazol-2-yl]piperazine (200 mg, 0.760 mmol) and diisopropylethylamine (0.265 ml, 1.52 mmol) in dimethylsulfoxide (2.5 ml) was stirred at 70° C. for 3 days. Water was poured into the reaction solution, and the mixture was extracted with ethyl acetate. The extract was washed with water and dried over anhydrous magnesium sulfate, and the solvent was distilled off under reduced pressure. The re... Reactants: CC(C)(C)c1ccc(N(Cc2ccc(C(=O)Nc3nn[nH]n3)cc2)C(=O)Nc2cccc(C(=O)O)c2)cc1, O=C(Oc1c(F)c(F)c(F)c(F)c1F)C(F)(F)F, CN(C)C=O, c1ccncc1. The product is CC(C)(C)c1ccc(N(Cc2ccc(C(=O)Nc3nn[nH]n3)cc2)C(=O)Nc2cccc(C(=O)Oc3c(F)c(F)c(F)c(F)c3F)c2)cc1. Reaction SMILES: [C:1]([CH3:2])([CH3:3])([CH3:4])[c:5]1[cH:6][cH:7][c:8]([N:11]([C:12]([NH:13][c:14]2[cH:15][c:16]([C:17](=[O:18])[OH:19])[cH:20][cH:21][cH:22]2)=[O:23])[CH2:24][c:25]2[cH:26][cH:27][c:28]([C:31]([NH:32][c:33]3[n:34][n:35][nH:36][n:37]3)=[O:38])[cH:29][cH:30]2)[cH:9][cH:10]1.[F:45][C:46]([F:47])([F:48])[C:49]([O:61][c:50]1[c:51]([F:60])[c:52]([F:59])[c:53]([F:58])[c:54]([F:57])[c:55]1[F:56])=[O:62].[O:63]=[CH:64][N:65]([CH3:66])[CH3:67].[cH:39]1[cH:40][cH:41][n:42][cH:43][cH:44]1>>[C:1]([CH3:2])([CH3:3])([CH3:4])[c:5]1[cH:6][cH:7][c:8]([N:11]([C:12]([NH:13][c:14]2[cH:15][c:16]([C:17]([O:18][c:50]3[c:51]([F:60])[c:52]([F:59])[c:53]([F:58])[c:54]([F:57])[c:55]3[F:56])=[O:19])[cH:20][cH:21][cH:22]2)=[O:23])[CH2:24][c:25]2[cH:26][cH:27][c:28]([C:31]([NH:32][c:33]3[n:34][n:35][nH:36][n:37]3)=[O:38])[cH:29][cH:30]2)[cH:9][cH:10]1. Starting materials: C(=O)(OC)NC(NC=1C=C(C(=O)C2=CC=CC=C2)C=CC1N)=S (3-(3-carbomethoxythioureido)-4-aminobenzophenone), C1(=CC=C(C=C1)S(=O)(=O)N=C=O)C (p-toluenesulfonyl isocyanate). Run in CC(=O)C (acetone). Run at temperature 50 celsius. Yields the product C(=O)(OC)NC(NC=1C=C(C(=O)C2=CC=CC=C2)C=CC1NC(=O)NS(=O)(=O)C1=CC=C(C=C1)C)=S (3-(3-carbomethoxythioureido)-4-(3-p-toluenesulfonylureido)benzophenone). Isolated yield 29.0%. RXN SMILES: [C:1]([NH:5][C:6](=[S:23])[NH:7][C:8]1[CH:9]=[C:10]([CH:19]=[CH:20][C:21]=1[NH2:22])[C:11]([C:13]1[CH:18]=[CH:17][CH:16]=[CH:15][CH:14]=1)=[O:12])([O:3][CH3:4])=[O:2].[C:24]1([CH3:36])[CH:29]=[CH:28][C:27]([S:30]([N:33]=[C:34]=[O:35])(=[O:32])=[O:31])=[CH:26][CH:25]=1>CC(C)=O>[C:1]([NH:5][C:6](=[S:23])[NH:7][C:8]1[CH:9]=[C:10]([CH:19]=[CH:20][C:21]=1[NH:22][C:34]([NH:33][S:30]([C:27]1[CH:28]=[CH:29][C:24]([CH3:36])=[CH:25][CH:26]=1)(=[O:32])=[O:31])=[O:35])[C:11]([C:13]1[CH:18]=[CH:17][CH:16]=[CH:15][CH:14]=1)=[O:12])([O:3][CH3:4])=[O:2]. Procedure: To a suspension of 3-(3-carbomethoxythioureido)-4-aminobenzophenone (1.0 g.; 0.00304 mole) in acetone (5 ml.) is added p-toluenesulfonyl isocyanate (0.6 g.; 0.00304 mole). The suspension is heated to 50° C. and vacuum filtered. The precipitate is washed with acetone and ether and then dried to afford 0.4 g. (29% yield) of 3-(3-carbomethoxythioureido)-4-(3-p-toluenesulfonylureido)benzophenone, m.p. 191°-192° C., dec. The reactants are C(CCCCCC)[C@@H]1OC(O[C@H]1CC#C)(C)C ((4S,5S)-4-heptyl-2,2-dimethyl-5-(prop-2-ynyl)-1,3-dioxolane), C(CCC)[Li] (n-butyllithium), C(CC)=O (propanal). The solvent is C1CCOC1 (THF). Reaction conditions: temperature -78 celsius, time 30 minute. Yields the product C(CCCCCC)[C@H]1[C@@H](OC(O1)(C)C)CCC(C#CC)O (((4S,5S)-5-heptyl-2,2-dimethyl-1,3-dioxolan-4-yl)hex-4-yn-3-ol). As a reaction SMILES: [CH2:1]([C@H:8]1[C@H:12]([CH2:13][C:14]#[CH:15])[O:11][C:10]([CH3:17])([CH3:16])[O:9]1)[CH2:2][CH2:3][CH2:4][CH2:5][CH2:6][CH3:7].[CH2:18]([Li])[CH2:19][CH2:20]C.C(=[O:26])CC>C1COCC1>[CH2:1]([C@@H:8]1[O:9][C:10]([CH3:16])([CH3:17])[O:11][C@H:12]1[CH2:13][CH2:14][CH:15]([OH:26])[C:18]#[C:19][CH3:20])[CH2:2][CH2:3][CH2:4][CH2:5][CH2:6][CH3:7]. Reported procedure: To a solution of (4S,5S)-4-heptyl-2,2-dimethyl-5-(prop-2-ynyl)-1,3-dioxolane (19.4 mg, 0.081 mmol) in THF (0.8 mL) at −78° C. was added n-butyllithium (51 μL, 1.6 M). The mixture was stirred for 30 min. at which time propanal (excess) was added. The mixture was stirred at −78° C. for an additional 30 min. The reaction was quenched with sat'd NH4Cl (aq.) at −78° C. The title compound was isolated using a standard workup (22 mg, 92%). 1H NMR (400 MHz, CDCl3) δ 4.30 (m, 1H), 3.81 (dt, 4 Hz, 7.6 Hz,... Starting materials: Cl (HCl), Cl (HCl), Cl.CCOCC (HCl Et2O), Cl.Cl.FC=1C=C2C(=CNC2=CC1)CCCCNC1CC=2C(=C3C=CC=NC3=CC2)OC1 (N-[4-(5-fluoro-1H-indol-3-yl)butyl]-3,4-dihydro-2H-pyrano[2,3-f]quinolin-3-amine bis-hydrochloride salt), O (H2O). Solvent: C(C)(=O)OCC (ethyl acetate). The product is FC=1C=C2C(=CNC2=CC1)CCCCNC1CC=2C(=C3C=CC=NC3=CC2)OC1 (N-[4-(5-fluoro-1H-indol-3-yl)butyl]-3,4-dihydro-2H-pyrano[2,3-f]quinolin-3-amine). Reaction SMILES: Cl.Cl.CCOCC.Cl.Cl.[F:10][C:11]1[CH:12]=[C:13]2[C:17](=[CH:18][CH:19]=1)[NH:16][CH:15]=[C:14]2[CH2:20][CH2:21][CH2:22][CH2:23][NH:24][CH:25]1[CH2:38][O:37][C:28]2=[C:29]3[C:34](=[CH:35][CH:36]=[C:27]2[CH2:26]1)[N:33]=[CH:32][CH:31]=[CH:30]3.O>C(OCC)(=O)C>[F:10][C:11]1[CH:12]=[C:13]2[C:17](=[CH:18][CH:19]=1)[NH:16][CH:15]=[C:14]2[CH2:20][CH2:21][CH2:22][CH2:23][NH:24][CH:25]1[CH2:38][O:37][C:28]2=[C:29]3[C:34](=[CH:35][CH:36]=[C:27]2[CH2:26]1)[N:33]=[CH:32][CH:31]=[CH:30]3 |f:1.2,3.4.5|. Procedure: A solution of 3,4-dihydro-2H-pyrano[2,3-f]quinolin-3-amine (intermediate 1a) (0.20 g, 1.0 mmol), 3-(4-bromobutyl)-5-fluoro-1H-indole (0.19 g, 0.84 mmol), and triethylamine (0.28 mL, 1.68 mmol) in anhydrous dimethylsulfoxide (20 ml) was stirred at 100° C. for 14 hrs. The reaction mixture was poured into ice-H2O and extracted with methylene chloride. The organic layer was dried over anhydrous sodium sulfate, filtered and concentrated under vacuum. Chromatography (5% MeOH/CH2Cl2) afforded 0.06 g (1... The reactants are NC1=CC(=C(C(=O)O)C=C1OC)F (4-amino-2-fluoro-5-methoxybenzoic acid), [Si](C)(C)(C)C=[N+]=[N-] (TMS-diazomethane). Solvent: C(Cl)Cl (DCM), CO (MeOH). Reaction conditions: time 30 minute. The product is NC1=CC(=C(C(=O)OC)C=C1OC)F (Methyl 4-amino-2-fluoro-5-methoxybenzoate). Reaction SMILES: [NH2:1][C:2]1[C:10]([O:11][CH3:12])=[CH:9][C:5]([C:6]([OH:8])=[O:7])=[C:4]([F:13])[CH:3]=1.[Si](C=[N+]=[N-])(C)(C)[CH3:15]>C(Cl)Cl.CO>[NH2:1][C:2]1[C:10]([O:11][CH3:12])=[CH:9][C:5]([C:6]([O:8][CH3:15])=[O:7])=[C:4]([F:13])[CH:3]=1. Reported procedure: To an amount of 4-amino-2-fluoro-5-methoxybenzoic acid (4 g, 21.62 mmole) that was dissolved in DCM (40 ml) and MeOH (11 mL), was added TMS-diazomethane (16.2 mL, 32.43 mmole) slowly. The mixture was stirred at r.t for 30 mins. After the removal of solvent, the resulting tan solid (4.0 g, 93%) carried onto the next reaction without any purification. [M+H] calc'd for C9H10FNO3, 200. found 200.